The task is: describe an organic reaction: reactants, conditions, products, and yield. This data is from the Open Reaction Database (ORD), a public repository of structured organic reaction records. Starting materials: [OH-].[Na+] (sodium hydroxide), ClC1=C(C(=O)OC)C=CC(=C1)C(=O)NCC1=C2C=NN(C2=CC=C1)C1OCCCC1 (2-chloro-4-[[[[1-(tetrahydro-2H-pyran-2-yl)-1H-indazol-4-yl]methyl]amino]carbonyl]benzoic acid, methyl ester), [OH-].[Na+] (sodium hydroxide). The solvent is CO (methanol). Run at temperature 0 celsius, time 8 hour. Yields the product ClC1=C(C(=O)O)C=CC(=C1)C(=O)NCC1=C2C=NN(C2=CC=C1)C1OCCCC1 (2-chloro-4-[[[[1-(tetrahydro-2H-pyran-2-yl)-1H-indazol-4-yl]methyl]amino]carbonyl]benzoic acid). Yield: 90.7%. Reaction SMILES: [Cl:1][C:2]1[CH:11]=[C:10]([C:12]([NH:14][CH2:15][C:16]2[CH:24]=[CH:23][CH:22]=[C:21]3[C:17]=2[CH:18]=[N:19][N:20]3[CH:25]2[CH2:30][CH2:29][CH2:28][CH2:27][O:26]2)=[O:13])[CH:9]=[CH:8][C:3]=1[C:4]([O:6]C)=[O:5].[OH-].[Na+]>CO>[Cl:1][C:2]1[CH:11]=[C:10]([C:12]([NH:14][CH2:15][C:16]2[CH:24]=[CH:23][CH:22]=[C:21]3[C:17]=2[CH:18]=[N:19][N:20]3[CH:25]2[CH2:30][CH2:29][CH2:28][CH2:27][O:26]2)=[O:13])[CH:9]=[CH:8][C:3]=1[C:4]([OH:6])=[O:5] |f:1.2|. Reported procedure: A suspension of 2-chloro-4-[[[[1-(tetrahydro-2H-pyran-2-yl)-1H-indazol-4-yl]methyl]amino]carbonyl]benzoic acid, methyl ester (87.8 mg, 0.206 mmol) in methanol (1 mL) was cooled to ˜0° C. and 1 M sodium hydroxide (0.206 mL, 0.206 mmol) was added. The cooling bath was removed and the reaction mixture was allowed to stir overnight. A further portion of sodium hydroxide (1 M; 0.2 mL, 0.2 mmol) was added and the mixture was stirred at room temperature for 7 h. The solvent was evaporated and the resid...